This data is from the Open Reaction Database (ORD), a public repository of structured organic reaction records. The task is: describe an organic reaction: reactants, conditions, products, and yield Starting materials: FC(F)(F)c1cc(COC2CCNCC2C(c2ccccc2)c2ccccc2)cc(C(F)(F)F)c1, Cl, Cl, O=C(O)Cc1ccccn1. Yields the product O=C(Cc1ccccn1)N1CCC(OCc2cc(C(F)(F)F)cc(C(F)(F)F)c2)C(C(c2ccccc2)c2ccccc2)C1. As a reaction SMILES: [CH:2]([c:3]1[cH:4][cH:5][cH:6][cH:7][cH:8]1)([c:9]1[cH:10][cH:11][cH:12][cH:13][cH:14]1)[CH:15]1[CH2:16][NH:17][CH2:18][CH2:19][CH:20]1[O:21][CH2:22][c:23]1[cH:24][c:25]([C:33]([F:34])([F:35])[F:36])[cH:26][c:27]([C:29]([F:30])([F:31])[F:32])[cH:28]1.[ClH:1].[ClH:37].[n:38]1[c:39]([CH2:44][C:45](=[O:46])[OH:47])[cH:40][cH:41][cH:42][cH:43]1>>[CH:2]([c:3]1[cH:4][cH:5][cH:6][cH:7][cH:8]1)([c:9]1[cH:10][cH:11][cH:12][cH:13][cH:14]1)[CH:15]1[CH2:16][N:17]([C:45]([CH2:44][c:39]2[n:38][cH:43][cH:42][cH:41][cH:40]2)=[O:46])[CH2:18][CH2:19][CH:20]1[O:21][CH2:22][c:23]1[cH:24][c:25]([C:33]([F:34])([F:35])[F:36])[cH:26][c:27]([C:29]([F:30])([F:31])[F:32])[cH:28]1. Starting materials: ClC=1C=C(C=CC1F)NC1=C(C=NC2=CN=C(C=C12)F)C#N (4-(3-chloro-4-fluoro-phenylamino)-6-fluoro-[1.7]naphthyridine-3-carbonitrile), CN(CC[O-])C.[Na+] (sodium (2-dimethylamino-ethoxide)), O (water). Solvent: O1CCCC1 (tetrahydrofuran). Product: ClC=1C=C(C=CC1F)NC1=C(C=NC2=CN=C(C=C12)OCCN(C)C)C#N (4-(3-chloro-4-fluoro-phenylamino)-6-(2-dimethylamino-ethoxy)-[1.7]naphthyridine-3-carbonitrile). Isolated yield 66.0%. Reaction SMILES: [Cl:1][C:2]1[CH:3]=[C:4]([NH:9][C:10]2[C:19]3[C:14](=[CH:15][N:16]=[C:17](F)[CH:18]=3)[N:13]=[CH:12][C:11]=2[C:21]#[N:22])[CH:5]=[CH:6][C:7]=1[F:8].[CH3:23][N:24]([CH3:28])[CH2:25][CH2:26][O-:27].[Na+].O>O1CCCC1>[Cl:1][C:2]1[CH:3]=[C:4]([NH:9][C:10]2[C:19]3[C:14](=[CH:15][N:16]=[C:17]([O:27][CH2:26][CH2:25][N:24]([CH3:28])[CH3:23])[CH:18]=3)[N:13]=[CH:12][C:11]=2[C:21]#[N:22])[CH:5]=[CH:6][C:7]=1[F:8] |f:1.2|. Procedure details: To 250 mg of 4-(3-chloro-4-fluoro-phenylamino)-6-fluoro-[1.7]naphthyridine-3-carbonitrile under an inert atmosphere was added 8 mL of 1 M sodium (2-dimethylamino-ethoxide) in tetrahydrofuran. After refluxing for 2 hours, the reaction was stripped of tetrahydrofaran and water was added. The product was filtered, washed with water, dried, and recrystallized from chloroform/ether/hexanes to give 210 mg (66%) of 4-(3-chloro-4-fluoro-phenylamino)-6-(2-dimethylamino-ethoxy)-[1.7]naphthyridine-3-carbon... The reactants are N1=CC=CC=C1 (pyridine), BrCC(=O)Br (bromoacetyl bromide), ice, NC1=CC=C(C=C1C(C(F)(F)F)(C#CCC)O)Cl (6-amino-3-chloro-α-(1-butynyl)-α-(trifluoromethyl)benzyl alcohol). Run in CCOCC (ether), CCOCC (ether). Reaction conditions: time 30 minute. The product is C(#CCC)C1(OCC(NC2=C1C=C(C=C2)Cl)=O)C(F)(F)F (5-(1-Butynyl)-7-chloro-1,5-dihydro-5-(trifluoromethyl)-4,1-benzoxazepin-2(3H)-one). Reaction SMILES: [NH2:1][C:2]1[C:7]([C:8]([OH:17])([C:13]#[C:14][CH2:15][CH3:16])[C:9]([F:12])([F:11])[F:10])=[CH:6][C:5]([Cl:18])=[CH:4][CH:3]=1.N1C=CC=CC=1.Br[CH2:26][C:27](Br)=[O:28]>CCOCC>[C:13]([C:8]1([C:9]([F:10])([F:11])[F:12])[C:7]2[CH:6]=[C:5]([Cl:18])[CH:4]=[CH:3][C:2]=2[NH:1][C:27](=[O:28])[CH2:26][O:17]1)#[C:14][CH2:15][CH3:16]. Reported procedure: To a stirred ice-cooled solition of 167 mg of 6-amino-3-chloro-α-(1-butynyl)-α-(trifluoromethyl)benzyl alcohol in 15 mL of dry ether was added 0.100 mL of dry pyridine and 0.066 mL of bromoacetyl bromide. After 30 min, the reaction mixture was diluted with ether, washed with water and aqueous sodium bicarbonate, dried and evaporated. The residue was dissolved in 15 mL of dry DMF and was treated at room temperature with 25 mg of 100% sodium hydride for 1.5 h. The reaction was partitioned between ... Starting materials: N#Cc1c[nH]c2cc(Br)ccc2c1=O, ClCCl, CN(C)C=O, O=C(Cl)C(=O)Cl, [Na+], [Na+], O=C([O-])[O-], O. Product: N#Cc1cnc2cc(Br)ccc2c1Cl. RXN SMILES: [Br:1][c:2]1[cH:3][cH:4][c:5]2[c:6](=[O:14])[c:7]([C:12]#[N:13])[cH:8][nH:9][c:10]2[cH:11]1.[CH2:32]([Cl:33])[Cl:34].[CH3:21][N:22]([CH3:23])[CH:24]=[O:25].[Cl:15][C:16]([C:17]([Cl:18])=[O:19])=[O:20].[Na+:26].[Na+:27].[O-:28][C:29](=[O:30])[O-:31].[OH2:35]>>[Br:1][c:2]1[cH:3][cH:4][c:5]2[c:6]([Cl:15])[c:7]([C:12]#[N:13])[cH:8][n:9][c:10]2[cH:11]1.